Dataset: the Open Reaction Database (ORD), a public repository of structured organic reaction records. Task: describe an organic reaction: reactants, conditions, products, and yield Reactants: O1CCC(=CC1)C1=C2CCC(C2=C(C=C1)F)=O (4-(3,6-dihydro-2H-pyran-4-yl)-7-fluoro-2,3-dihydro-1H-inden-1-one). Reagents/catalysts: [Pd] (palladium on activated carbon). Run in O1CCCC1 (tetrahydrofurane). Reaction conditions: time 12 hour. The product is FC=1C=CC(=C2CCC(C12)=O)C1CCOCC1 (7-Fluoro-4-(tetrahydro-2H-pyran-4-yl)-2,3-dihydro-1H-inden-1-one). Reaction SMILES: [O:1]1[CH2:6][CH:5]=[C:4]([C:7]2[CH:15]=[CH:14][C:13]([F:16])=[C:12]3[C:8]=2[CH2:9][CH2:10][C:11]3=[O:17])[CH2:3][CH2:2]1>O1CCCC1.[Pd]>[F:16][C:13]1[CH:14]=[CH:15][C:7]([CH:4]2[CH2:5][CH2:6][O:1][CH2:2][CH2:3]2)=[C:8]2[C:12]=1[C:11](=[O:17])[CH2:10][CH2:9]2. Procedure: To a solution of 4-(3,6-dihydro-2H-pyran-4-yl)-7-fluoro-2,3-dihydro-1H-inden-1-one (100 mg) in tetrahydrofurane (10 mL) is added 10% palladium on activated carbon (30 mg) and the mixture is hydrogenated at a pressure of 2 bar for 12 hours. The catalyst is filtered off and washed with methanol. The combined mother liquors are concentrated and the residue is chromatographed on silica gel (petrole ether/ethyl acetate 80:20→50:50) to give the title compound. Yield: 55 mg; LC (method 8): tR=0.36 min;... The reactants are ClC=1C(=NN(C1OC(F)F)C)CC1=C(C(=CC(=C1)[N+](=O)[O-])Cl)Cl (4-chloro-3-(2,3-dichloro-5-nitrobenzyl)-5-difluoromethoxy-1-methyl-1H-pyrazole), C(C)(=O)O (acetic acid), C(C)O (ethanol). The reagents and catalysts are [Fe] (iron). Solvent: C(C)(=O)OCC (ethyl acetate). Product: ClC=1C(=NN(C1OC(F)F)C)CC1=C(C(=CC(=C1)N)Cl)Cl (4-Chloro-3-(5-amino-2,3-dichlorobenzyl)-5-difluoromethoxy-1-methyl-1H-pyrazole). RXN SMILES: [Cl:1][C:2]1[C:3]([CH2:12][C:13]2[CH:18]=[C:17]([N+:19]([O-])=O)[CH:16]=[C:15]([Cl:22])[C:14]=2[Cl:23])=[N:4][N:5]([CH3:11])[C:6]=1[O:7][CH:8]([F:10])[F:9].C(O)(=O)C.C(O)C>[Fe].C(OCC)(=O)C>[Cl:1][C:2]1[C:3]([CH2:12][C:13]2[CH:18]=[C:17]([NH2:19])[CH:16]=[C:15]([Cl:22])[C:14]=2[Cl:23])=[N:4][N:5]([CH3:11])[C:6]=1[O:7][CH:8]([F:9])[F:10]. Procedure: At 70—75° C., 2.2 g (5.7 mmol) of 4-chloro-3-(2,3-dichloro-5-nitrobenzyl)-5-difluoromethoxy-1-methyl-1H-pyrazole were added to a mixture of 1.7 g (30 mmol) of iron, 5 ml of acetic acid and 10 ml of ethanol. The mixture was then heated under reflux for 1 hour. The reaction mixture was then admixed with 50 ml of ethyl acetate and filtered through a bed of diatomaceous earth. Finally, the mixture was concentrated. Yield: 2 g; The reactants are CCC(CC)(Cc1c[nH]c2ccccc12)[N+](=O)[O-], ClC(Cl)(Cl)Cl, CCC(CC)[N+](=O)[O-]. The product is CCC(N)(CC)Cc1c[nH]c2ccccc12. Reaction SMILES: [CH2:9]([CH3:10])[C:11]([CH2:12][c:13]1[cH:14][nH:15][c:16]2[cH:17][cH:18][cH:19][cH:20][c:21]12)([CH2:22][CH3:23])[N+:24]([O-:25])=[O:26].[Cl:27][C:28]([Cl:29])([Cl:30])[Cl:31].[N+:1]([CH:2]([CH2:3][CH3:4])[CH2:5][CH3:6])([O-:7])=[O:8]>>[CH2:9]([CH3:10])[C:11]([CH2:12][c:13]1[cH:14][nH:15][c:16]2[cH:17][cH:18][cH:19][cH:20][c:21]12)([CH2:22][CH3:23])[NH2:24]. Starting materials: CC1Cc2sccc2CN1, CCO, O=[N+]([O-])c1ccc(O)cc1, C1COCCO1, O=C(O)C(=O)O. The product is CC1Cc2sccc2CN1Cc1cc([N+](=O)[O-])ccc1O. Reaction SMILES: [CH3:1][CH:2]1[CH2:3][c:4]2[c:5]([cH:8][cH:9][s:10]2)[CH2:6][NH:7]1.[CH3:33][CH2:34][OH:35].[N+:11](=[O:12])([O-:13])[c:14]1[cH:15][cH:16][c:17]([OH:20])[cH:18][cH:19]1.[O:21]1[CH2:22][CH2:26][O:25][CH2:24][CH2:23]1.[OH:27][C:28]([C:29](=[O:30])[OH:31])=[O:32]>>[CH3:1][CH:2]1[CH2:3][c:4]2[c:5]([cH:8][cH:9][s:10]2)[CH2:6][N:7]1[CH2:22][c:16]1[cH:15][c:14]([N+:11](=[O:12])[O-:13])[cH:19][cH:18][c:17]1[OH:20]. The reactants are C(=O)(C(F)(F)F)O (TFA), C(C)(C)(C)OC(NC1=C(C=C(C=C1)N1C=CC=C1)N)=O ((2-amino-4-pyrrol-1-yl-phenyl)-carbamic acid tert.-butyl ester), C(C)(C)(C)OC(CC(=O)C1=CC(=CC=C1)C1=CC(=NO1)C)=O (3-[3-(3-methyl-isoxazol-5-yl)-phenyl]-3-oxo-propionic acid tert.-butyl ester). The solvent is C(Cl)Cl (CH2Cl2). Yields the product CC1=NOC(=C1)C=1C=C(C=CC1)C1=NC2=C(NC(C1)=O)C=C(C=C2)N2C=CC=C2 (4-[3-(3-Methyl-isoxazol-5-yl)-phenyl]-8-pyrrol-1-yl-1,3-dihydro-benzo[b][1,4]diazepin-2-one), solid. Reaction SMILES: C(OC(=O)[NH:7][C:8]1[CH:13]=[CH:12][C:11]([N:14]2[CH:18]=[CH:17][CH:16]=[CH:15]2)=[CH:10][C:9]=1[NH2:19])(C)(C)C.C(O[C:26](=[O:42])[CH2:27][C:28]([C:30]1[CH:35]=[CH:34][CH:33]=[C:32]([C:36]2[O:40][N:39]=[C:38]([CH3:41])[CH:37]=2)[CH:31]=1)=O)(C)(C)C.C(O)(C(F)(F)F)=O>C(Cl)Cl>[CH3:41][C:38]1[CH:37]=[C:36]([C:32]2[CH:31]=[C:30]([C:28]3[CH2:27][C:26](=[O:42])[NH:19][C:9]4[CH:10]=[C:11]([N:14]5[CH:18]=[CH:17][CH:16]=[CH:15]5)[CH:12]=[CH:13][C:8]=4[N:7]=3)[CH:35]=[CH:34][CH:33]=2)[O:40][N:39]=1. Procedure: The title compound was prepared from (2-amino-4-pyrrol-1-yl-phenyl)-carbamic acid tert.-butyl ester (Example J2) (191 mg) and 3-[3-(3-methyl-isoxazol-5-yl)-phenyl]-3-oxo-propionic acid tert.-butyl ester (Example K4) (211 mg) according to the general procedure M. The obtained material was deprotected and cyclized by treatment with TFA in CH2Cl2 according to the general procedure N. Obtained as a light yellow solid (92 mg).